Dataset: the Open Reaction Database (ORD), a public repository of structured organic reaction records. Task: describe an organic reaction: reactants, conditions, products, and yield Reactants: C(=O)(OC(C)(C)C)N(CCCO)CC (3-(N-BOC-ethylamino)-1-propanol), C1(=CC=CC=C1)P(C1=CC=CC=C1)C1=CC=CC=C1 (triphenylphosphine), BrN1C(CCC1=O)=O (N-bromosuccinimide). The solvent is C(Cl)Cl (methylene chloride). Product: C(=O)(OC(C)(C)C)N(CC)CCCBr (N-BOC-N-ethyl-3-bromo-propylamine). Reaction SMILES: [Br:1]N1C(=O)CCC1=O.[C:9]([N:16]([CH2:21][CH3:22])[CH2:17][CH2:18][CH2:19]O)([O:11][C:12]([CH3:15])([CH3:14])[CH3:13])=[O:10].C1(P(C2C=CC=CC=2)C2C=CC=CC=2)C=CC=CC=1>C(Cl)Cl>[C:9]([N:16]([CH2:17][CH2:18][CH2:19][Br:1])[CH2:21][CH3:22])([O:11][C:12]([CH3:15])([CH3:14])[CH3:13])=[O:10]. Procedure details: 11 g (0.0618 mol) of N-bromosuccinimide are added in the course of 5 minutes, with stirring, to a solution, which has been cooled to 0° C., of 10.49 g (0.0516 mol) of 3-(N-BOC-ethylamino)-1-propanol and 16.23 g (0.0619 mol) of triphenylphosphine in 160 ml of methylene chloride. The reaction mixture is stirred for a further 30 minutes at 0°-20° C. and is then concentrated by evaporation in vacuo. The dark-colored oily residue is stirred with 200 ml of hexane, whereupon a brown precipitate forms. ... Product: CC(C)c1n[nH]c(C(C)C)c1Cl. Reactants: CC(C)c1cc(C(C)C)[nH]n1, O=C1CCC(=O)N1Cl, CN(C)C=O. Reaction SMILES: [CH:1]([CH3:2])([CH3:3])[c:4]1[n:5][nH:6][c:7]([CH:9]([CH3:10])[CH3:11])[cH:8]1.[Cl:12][N:13]1[C:14](=[O:15])[CH2:16][CH2:17][C:18]1=[O:19].[O:20]=[CH:21][N:22]([CH3:23])[CH3:24]>>[CH:1]([CH3:2])([CH3:3])[c:4]1[n:5][nH:6][c:7]([CH:9]([CH3:10])[CH3:11])[c:8]1[Cl:12]. Starting materials: CCI, CN(C)C=O, CC(CCCc1ccc(F)c(Oc2ccccc2)c1)(c1ccc(O)cc1)C(F)F, [I-], [K+], [K+], [Na+], O=C([O-])[O-], O. The product is CCOc1ccc(C(C)(CCCc2ccc(F)c(Oc3ccccc3)c2)C(F)F)cc1. Reaction SMILES: [CH2:30]([CH3:31])[I:32].[CH3:42][N:43]([CH3:44])[CH:45]=[O:46].[F:1][CH:2]([C:3]([CH2:4][CH2:5][CH2:6][c:7]1[cH:8][c:9]([O:14][c:15]2[cH:16][cH:17][cH:18][cH:19][cH:20]2)[c:10]([F:13])[cH:11][cH:12]1)([CH3:21])[c:22]1[cH:23][cH:24][c:25]([OH:28])[cH:26][cH:27]1)[F:29].[I-:40].[K+:33].[K+:34].[Na+:39].[O-:35][C:36]([O-:37])=[O:38].[OH2:41]>>[F:1][CH:2]([C:3]([CH2:4][CH2:5][CH2:6][c:7]1[cH:8][c:9]([O:14][c:15]2[cH:16][cH:17][cH:18][cH:19][cH:20]2)[c:10]([F:13])[cH:11][cH:12]1)([CH3:21])[c:22]1[cH:23][cH:24][c:25]([O:28][CH2:30][CH3:31])[cH:26][cH:27]1)[F:29]. Solvent: C(C)O (ethanol). Procedure: A solution of 2-[2-(4-dimethoxymethyl-2-methoxy-3-nitrophenoxy)ethyl]phtalimide (0.05 g, 0.12 mmol) obtained in Step 2 in ethanol (1.0 mL) was added with hydrazine monohydrate (6.4 μL, 0.13 mmol) and heated under reflux for 3 hours. The reaction mixture was cooled to room temperature and added with water, followed by extracting with ethyl acetate. The organic layer was washed with saturated brine, dried over anhydrous magnesium sulfate and the solvent was evaporated under reduced pressure to obt... Starting materials: COC(C1=C(C(=C(OCCC23C(C(=O)NC2=O)C=CC=C3)C=C1)OC)[N+](=O)[O-])OC (2-[2-(4-dimethoxymethyl-2-methoxy-3-nitrophenoxy)ethyl]phtalimide), O.NN (hydrazine monohydrate), O (water). The product is COC(C1=C(C(=C(OCCN)C=C1)OC)[N+](=O)[O-])OC (2-(4-dimethoxymethyl-2-methoxy-3-nitrophenoxy)ethylamine). Yield: 116.4%. Reaction SMILES: [CH3:1][O:2][CH:3]([O:29][CH3:30])[C:4]1[CH:23]=[CH:22][C:7]([O:8][CH2:9][CH2:10]C23C=CC=CC2C(NC3=O)=O)=[C:6]([O:24][CH3:25])[C:5]=1[N+:26]([O-:28])=[O:27].O.[NH2:32]N.O>C(O)C>[CH3:1][O:2][CH:3]([O:29][CH3:30])[C:4]1[CH:23]=[CH:22][C:7]([O:8][CH2:9][CH2:10][NH2:32])=[C:6]([O:24][CH3:25])[C:5]=1[N+:26]([O-:28])=[O:27] |f:1.2|. Reactants: CC1=C(C=O)C=CC=C1 (o-methylbenzaldehyde), N1=CC=CC=C1 (pyridine), C(CC(=O)O)(=O)O (malonic acid), ice water, Cl (HCl). Yields the product CC1=C(C=CC(=O)O)C=CC=C1 (o-Methylcinnamic acid). The yield is 84.3%. Reaction SMILES: [CH3:1][C:2]1[CH:9]=[CH:8][CH:7]=[CH:6][C:3]=1[CH:4]=O.N1C=CC=CC=1.C(O)(=O)[CH2:17][C:18]([OH:20])=[O:19].Cl>>[CH3:1][C:2]1[CH:9]=[CH:8][CH:7]=[CH:6][C:3]=1[CH:4]=[CH:17][C:18]([OH:20])=[O:19]. Reported procedure: To a stirred solution of o-methylbenzaldehyde (50 g, 417 mmol) in pyridine (2 equiv, 65 mL) was added malonic acid (86.6 g, 834 mmol) and the mixture was refluxed for 4-5 h. The reaction mixture was then poured into ice-water followed by 1N HCl. The white solid precipitated out was filtered, washed with water and concentrated under high vacuum for 3-4 h to get the desired product (57 g, 87%). Procedure details: HCl (g) was bubbled through a solution of (±)-tert-butyl (2′-oxo-1,1′,2′,3-tetrahydrospiro[indene-2,3′-indol]-5-yl)carbamate from Step C (19.0 mg, 0.054 mmol) in EtOAc (5 mL) for 15 min. The reaction mixture was stirred at ambient temperature for 1 h and then concentrated in vacuo to give the title compound. MS: m/z=251 (M+1). Run at time 1 hour. Product: NC=1C=C2CC3(C(NC4=CC=CC=C34)=O)CC2=CC1 ((±)-5-Amino-1,3-dihydrospiro[indene-2,3′-indol]-2′(1′H)-one). Solvent: CCOC(=O)C (EtOAc). The reactants are Cl (HCl), O=C1NC2=CC=CC=C2C12CC1=CC=C(C=C1C2)NC(OC(C)(C)C)=O ((±)-tert-Butyl (2′-oxo-1,1′,2′,3-tetrahydrospiro[indene-2,3′-indol]-5-yl)carbamate). Reaction SMILES: Cl.[O:2]=[C:3]1[C:11]2([CH2:19][C:18]3[C:13](=[CH:14][CH:15]=[C:16]([NH:20]C(=O)OC(C)(C)C)[CH:17]=3)[CH2:12]2)[C:10]2[C:5](=[CH:6][CH:7]=[CH:8][CH:9]=2)[NH:4]1>CCOC(C)=O>[NH2:20][C:16]1[CH:17]=[C:18]2[C:13](=[CH:14][CH:15]=1)[CH2:12][C:11]1([C:10]3[C:5](=[CH:6][CH:7]=[CH:8][CH:9]=3)[NH:4][C:3]1=[O:2])[CH2:19]2. Starting materials: C1CCOC1, COCOc1c(C)c(C)c2c(c1C)C(=O)CC1(CCC1)O2, COC=O, [H-], [Na+]. RXN SMILES: [CH2:28]1[O:29][CH2:30][CH2:31][CH2:32]1.[CH3:1][O:2][CH2:3][O:4][c:5]1[c:6]([CH3:21])[c:7]2[c:12]([c:13]([CH3:16])[c:14]1[CH3:15])[O:11][C:10]1([CH2:9][C:8]2=[O:20])[CH2:17][CH2:18][CH2:19]1.[CH:24](=[O:25])[O:26][CH3:27].[H-:23].[Na+:22]>>[CH3:1][O:2][CH2:3][O:4][c:5]1[c:6]([CH3:21])[c:7]2[c:12]([c:13]([CH3:16])[c:14]1[CH3:15])[O:11][C:10]1([CH:9]([CH:24]=[O:25])[C:8]2=[O:20])[CH2:17][CH2:18][CH2:19]1. Product: COCOc1c(C)c(C)c2c(c1C)C(=O)C(C=O)C1(CCC1)O2. Reactants: COC1=CC=C(C=C1)N (p-anisidine), C(CCCCCCCCCCCCCCC)S(=O)(=O)NC=1C=CC=C2C=CC(=CC12)O (8-hexadecanesulfonamido-2-naphthol), [OH-].[Na+] (sodium hydroxide), N(=O)[O-].[Na+] (sodium nitrite), diazonium salt. Run in O (water), O (water), O1CCCC1 (tetrahydrofuran), CO (methanol), O (water). Run at time 0.5 hour. The product is C(CCCCCCCCCCCCCCC)S(=O)(=O)NC=1C=CC=C2C=CC(=C(C12)N=NC1=CC=C(C=C1)OC)O (8-Hexadecanesulfonamido-1-(p-methoxyphenylazo)-2-naphthol). Isolated yield 92.6%. As a reaction SMILES: [CH2:1]([S:17]([NH:20][C:21]1[CH:22]=[CH:23][CH:24]=[C:25]2[C:30]=1[CH:29]=[C:28]([OH:31])[CH:27]=[CH:26]2)(=[O:19])=[O:18])[CH2:2][CH2:3][CH2:4][CH2:5][CH2:6][CH2:7][CH2:8][CH2:9][CH2:10][CH2:11][CH2:12][CH2:13][CH2:14][CH2:15][CH3:16].[OH-].[Na+].[CH3:34][O:35][C:36]1[CH:41]=[CH:40][C:39]([NH2:42])=[CH:38][CH:37]=1.[N:43]([O-])=O.[Na+]>O.O1CCCC1.CO>[CH2:1]([S:17]([NH:20][C:21]1[CH:22]=[CH:23][CH:24]=[C:25]2[C:30]=1[C:29]([N:43]=[N:42][C:39]1[CH:40]=[CH:41][C:36]([O:35][CH3:34])=[CH:37][CH:38]=1)=[C:28]([OH:31])[CH:27]=[CH:26]2)(=[O:18])=[O:19])[CH2:2][CH2:3][CH2:4][CH2:5][CH2:6][CH2:7][CH2:8][CH2:9][CH2:10][CH2:11][CH2:12][CH2:13][CH2:14][CH2:15][CH3:16] |f:1.2,4.5|. Procedure: To a stirred mixture of 89.5 g (0.20 mole) 8-hexadecanesulfonamido-2-naphthol, 37 g sodium hydroxide, 1800 ml methanol, and 1200 ml tetrahydrofuran at 0° was added a diazonium salt solution prepared from 24.6 g (0.20 mole) p-anisidine dissolved in 360 ml water containing 60 ml concentrated hydrochloric acid and a solution of 13.8 g (0.20 mole) sodium nitrite in 240 ml water. The addition required 15 min., and the mixture was stirred at 0° for 0.5 hr. and at room temperature for 0.5 hr. longer be...